Dataset: the Open Reaction Database (ORD), a public repository of structured organic reaction records. Task: describe an organic reaction: reactants, conditions, products, and yield The reactants are COC(=O)C(C(=O)CCCCNC(=O)OCc1ccccc1)c1ccccc1, CO, [H][H], CC1(C)C2CCC1(CS(=O)(=O)O)C(=O)C2, Cl[Sn](Cl)(Cl)Cl. The product is COC(=O)C(c1ccccc1)C(O)CCCCNC(=O)OCc1ccccc1. Reaction SMILES: [CH2:1]([c:2]1[cH:3][cH:4][cH:5][cH:6][cH:7]1)[O:8][C:9](=[O:10])[NH:11][CH2:12][CH2:13][CH2:14][CH2:15][C:16]([CH:17]([C:18](=[O:19])[O:20][CH3:21])[c:22]1[cH:23][cH:24][cH:25][cH:26][cH:27]1)=[O:28].[CH3:51][OH:52].[H:49][H:50].[O:34]=[S:35](=[O:36])([OH:37])[CH2:38][C:39]12[CH2:40][CH2:41][CH:42]([C:43]1([CH3:44])[CH3:45])[CH2:46][C:47]2=[O:48].[Sn:29]([Cl:30])([Cl:31])([Cl:32])[Cl:33]>>[CH2:1]([c:2]1[cH:3][cH:4][cH:5][cH:6][cH:7]1)[O:8][C:9](=[O:10])[NH:11][CH2:12][CH2:13][CH2:14][CH2:15][CH:16]([CH:17]([C:18](=[O:19])[O:20][CH3:21])[c:22]1[cH:23][cH:24][cH:25][cH:26][cH:27]1)[OH:28]. Starting materials: COCOC1=CC=C(OC[C@@H]2OC2)C=C1 ((R)-2-((4-(methoxymethoxy)phenoxy)methyl)oxirane), C1(=CC=CC=C1)C1=CSC=2N=CN=C(C21)N2CCC(CC2)N (1-(5-phenylthieno[2,3-d]pyrimidin-4-yl)piperidin-4-amine). Yields the product O[C@@H](COC1=CC=C(C=C1)O)CNC1CCN(CC1)C=1C2=C(N=CN1)SC=C2C2=CC=CC=C2 ((R)-4-(2-hydroxy-3-(1-(5-phenylthieno[2,3-d]pyrimidin-4-yl)piperidin-4-ylamino)propoxy)phenol). Yield: 57.0%. As a reaction SMILES: COC[O:4][C:5]1[CH:15]=[CH:14][C:8]([O:9][CH2:10][C@H:11]2[CH2:13][O:12]2)=[CH:7][CH:6]=1.[C:16]1([C:22]2[C:30]3[C:29]([N:31]4[CH2:36][CH2:35][CH:34]([NH2:37])[CH2:33][CH2:32]4)=[N:28][CH:27]=[N:26][C:25]=3[S:24][CH:23]=2)[CH:21]=[CH:20][CH:19]=[CH:18][CH:17]=1>>[OH:12][C@H:11]([CH2:13][NH:37][CH:34]1[CH2:35][CH2:36][N:31]([C:29]2[C:30]3[C:22]([C:16]4[CH:21]=[CH:20][CH:19]=[CH:18][CH:17]=4)=[CH:23][S:24][C:25]=3[N:26]=[CH:27][N:28]=2)[CH2:32][CH2:33]1)[CH2:10][O:9][C:8]1[CH:7]=[CH:6][C:5]([OH:4])=[CH:15][CH:14]=1. Procedure details: Synthesis followed SP6 (4 h), using 250 μmol (R)-2-((4-(methoxymethoxy)phenoxy)methyl)oxirane and 1-(5-phenylthieno[2,3-d]pyrimidin-4-yl)piperidin-4-amine to give O-MOM intermediate upon purification by prep. TLC (2 mm silica gel, PE/CH2Cl2/MeOH 4:6:1) with 57% yield. Product was obtained by MOM removal according to SP8 (1.5 eq. TosOH, 10 h) and purification by prep. TLC (1 mm silica gel, CH2Cl2/MeOH 90:10) with 55% yield.